The task is: describe an organic reaction: reactants, conditions, products, and yield. This data is from the Open Reaction Database (ORD), a public repository of structured organic reaction records. As a reaction SMILES: [C:1]([O:5][C:6](=[O:29])[CH2:7][O:8][C:9]1[CH:14]=[CH:13][CH:12]=[C:11]([CH2:15][NH:16][CH2:17][C:18]2[CH:23]=[CH:22][C:21]([C:24]3[S:25][CH:26]=[CH:27][N:28]=3)=[CH:20][CH:19]=2)[CH:10]=1)([CH3:4])([CH3:3])[CH3:2].[Cl:30][C:31]1[CH:36]=[CH:35][C:34]([S:37](Cl)(=[O:39])=[O:38])=[CH:33][CH:32]=1>>[C:1]([O:5][C:6](=[O:29])[CH2:7][O:8][C:9]1[CH:14]=[CH:13][CH:12]=[C:11]([CH2:15][N:16]([S:37]([C:34]2[CH:35]=[CH:36][C:31]([Cl:30])=[CH:32][CH:33]=2)(=[O:39])=[O:38])[CH2:17][C:18]2[CH:19]=[CH:20][C:21]([C:24]3[S:25][CH:26]=[CH:27][N:28]=3)=[CH:22][CH:23]=2)[CH:10]=1)([CH3:4])([CH3:2])[CH3:3]. Yields the product C(C)(C)(C)OC(COC1=CC(=CC=C1)CN(CC1=CC=C(C=C1)C=1SC=CN1)S(=O)(=O)C1=CC=C(C=C1)Cl)=O ((3-{[(4-Chloro-benzenesulfonyl)-(4-thiazol-2-yl-benzyl)-amino]-methyl}-phenoxy)-acetic acid tert-butyl ester). Reported procedure: The title compound of Step B was prepared from {3-[(4-thiazol-2-yl-benzylamino)-methyl]-phenoxy}-acetic acid tert-butyl ester of Step A and 4-chlorobenzenesulfonyl chloride following the method described in Example 3, Step B with a reaction time of 96 h. MS 584 (M+1). Reactants: C(C)(C)(C)OC(COC1=CC(=CC=C1)CNCC1=CC=C(C=C1)C=1SC=CN1)=O ({3-[(4-Thiazol-2-yl-benzylamino)-methyl]-phenoxy}-acetic acid tert-butyl ester), ClC1=CC=C(C=C1)S(=O)(=O)Cl (4-chlorobenzenesulfonyl chloride). Starting materials: ClC1=CC(=C(C=C1)/C=C/C=1OC=C(N1)CCl)F (2-[(E)-2-(4-chloro-2-fluorophenyl)ethenyl]-4-(chloromethyl)-1,3-oxazole), CS(=O)(=O)CC=1N(C=CN1)CCCCC1=CC=C(C=C1)O (4-[4-[2-[(methylsulfonyl)methyl]-1H-imidazol-1-yl]butyl]phenol), [H-].[Na+] (sodium hydride). The product is ClC1=CC(=C(C=C1)/C=C/C=1OC=C(N1)COC1=CC=C(C=C1)CCCCN1C(=NC=C1)CS(=O)(=O)C)F (2-[(E)-2-(4-chloro-2-fluorophenyl)ethenyl]-4-[[4-[4-[2-[(methylsulfonyl)methyl]-1H-imidazol-1-yl]butyl]phenoxy]methyl]-1,3-oxazole). The yield is 23.8%. RXN SMILES: [Cl:1][C:2]1[CH:7]=[CH:6][C:5](/[CH:8]=[CH:9]/[C:10]2[O:11][CH:12]=[C:13]([CH2:15]Cl)[N:14]=2)=[C:4]([F:17])[CH:3]=1.[CH3:18][S:19]([CH2:22][C:23]1[N:24]([CH2:28][CH2:29][CH2:30][CH2:31][C:32]2[CH:37]=[CH:36][C:35]([OH:38])=[CH:34][CH:33]=2)[CH:25]=[CH:26][N:27]=1)(=[O:21])=[O:20].[H-].[Na+]>>[Cl:1][C:2]1[CH:7]=[CH:6][C:5](/[CH:8]=[CH:9]/[C:10]2[O:11][CH:12]=[C:13]([CH2:15][O:38][C:35]3[CH:34]=[CH:33][C:32]([CH2:31][CH2:30][CH2:29][CH2:28][N:24]4[CH:25]=[CH:26][N:27]=[C:23]4[CH2:22][S:19]([CH3:18])(=[O:21])=[O:20])=[CH:37][CH:36]=3)[N:14]=2)=[C:4]([F:17])[CH:3]=1 |f:2.3|. Procedure: Using 2-[(E)-2-(4-chloro-2-fluorophenyl)ethenyl]-4-(chloromethyl)-1,3-oxazole (243 mg), 4-[4-[2-[(methylsulfonyl)methyl]-1H-imidazol-1-yl]butyl]phenol (250 mg) and 65% sodium hydride (35.9 mg), the same reaction as Example 11-(i) was carried out to yield the titled compound (105 mg) as a colorless crystal powder. Reactants: [BH4-], CCB(CC)OC, CO, CCOC(C)=O, CC(=O)O, CC(C)(Cc1ccccc1)OC(=O)CC(=O)CC(O)CCl, [Na+], C1CCOC1, OO. Product: CC(C)(Cc1ccccc1)OC(=O)CC(O)CC(O)CCl. As a reaction SMILES: [BH4-:29].[CH3:22][O:23][B:24]([CH2:25][CH3:26])[CH2:27][CH3:28].[CH3:38][OH:39].[CH3:40][CH2:41][O:42][C:43](=[O:44])[CH3:45].[CH3:46][C:47](=[O:48])[OH:49].[Cl:1][CH2:2][CH:3]([CH2:4][C:5]([CH2:6][C:7](=[O:8])[O:9][C:10]([CH2:11][c:12]1[cH:13][cH:14][cH:15][cH:16][cH:17]1)([CH3:18])[CH3:19])=[O:20])[OH:21].[Na+:30].[O:33]1[CH2:34][CH2:35][CH2:36][CH2:37]1.[OH:31][OH:32]>>[Cl:1][CH2:2][CH:3]([CH2:4][CH:5]([CH2:6][C:7](=[O:8])[O:9][C:10]([CH2:11][c:12]1[cH:13][cH:14][cH:15][cH:16][cH:17]1)([CH3:18])[CH3:19])[OH:20])[OH:21]. Reactants: ice water, cupric chloride dihydrate, NC=1C=C(C(=NC1)Cl)Cl (5-Amino-2,3-dichloropyridine), Cl (HCl), C(C)(=O)O (acetic acid), S(=O)=O (sulfur dioxide), [N+](=O)([O-])[O-].[Na+] (Sodium nitrate). The solvent is O (water). Run at temperature 5 celsius, time 15 minute. Product: ClC=1C=C(C=NC1Cl)S(=O)(=O)Cl (5,6-Dichloro-3-pyridinesulfonyl chloride). RXN SMILES: N[C:2]1[CH:3]=[C:4]([Cl:9])[C:5]([Cl:8])=[N:6][CH:7]=1.[N+]([O-])([O-])=O.[Na+].C(O)(=O)C.[S:19](=[O:21])=[O:20].[ClH:22]>O>[Cl:9][C:4]1[CH:3]=[C:2]([S:19]([Cl:22])(=[O:21])=[O:20])[CH:7]=[N:6][C:5]=1[Cl:8] |f:1.2|. Procedure details: 5-Amino-2,3-dichloropyridine (20.0 g, 123 mmol) was dissolved in 600 ml conc. HCl, and the solution cooled to 5° C. Sodium nitrate (8.5 g, 123 mmol) in 75 ml water was added dropwise, below the surface of the reaction, at such a rate that the temperature was maintained below 10° C. The reaction was stirred 15 minutes after the addition was complete. This mixture was then added rapidly to a solution of 600 ml acetic acid saturated with sulfur dioxide and containing also cupric chloride dihydrate ... Procedure: 4.24 g (15 mmol) of 4-(5,6,7,8-tetrahydroquinoline-8-ylthio)-benzoic acid prepared by a method analogous to Example 1 were stirred in 30 ml of refluxing methanol saturated with hydrogen chloride for 2 hours and the solvent was then removed under reduced pressure. The residue was dissolved in iced water, made alkaline with sodium carbonate and extracted with ether. The residue obtained upon evaporation of the solvent was treated with ethereal hydrogen chloride to yield 2.9 g (62%) of methyl 4-(5,... The reactants are N1=CC=CC=2CCCC(C12)SC1=CC=C(C(=O)O)C=C1 (4-(5,6,7,8-tetrahydroquinoline-8-ylthio)-benzoic acid), Cl (hydrogen chloride), CO (methanol), Cl (hydrogen chloride). Reaction SMILES: [N:1]1[C:10]2[CH:9]([S:11][C:12]3[CH:20]=[CH:19][C:15]([C:16]([OH:18])=[O:17])=[CH:14][CH:13]=3)[CH2:8][CH2:7][CH2:6][C:5]=2[CH:4]=[CH:3][CH:2]=1.[ClH:21].[CH3:22]O>>[ClH:21].[N:1]1[C:10]2[CH:9]([S:11][C:12]3[CH:13]=[CH:14][C:15]([C:16]([O:18][CH3:22])=[O:17])=[CH:19][CH:20]=3)[CH2:8][CH2:7][CH2:6][C:5]=2[CH:4]=[CH:3][CH:2]=1 |f:3.4|. Yield: 62.0%. The product is Cl.N1=CC=CC=2CCCC(C12)SC1=CC=C(C(=O)OC)C=C1 (methyl 4-(5,6,7,8-tetrahydroquinoline-8-ylthio)-benzoate hydrochloride). Starting materials: [Br-], CC(C)(C)OC(=O)N1CCOC(Cc2cccc(C=Cc3cccnc3)c2)C1, CC(C)(C)OC(=O)N1CCOC(Cc2cc(Br)ccc2O)C1, CCCC[N+](CCCC)(CCCC)CCCC, FC(F)Cl, [Na+], C1COCCO1, [OH-], O. Product: CC(C)(C)OC(=O)N1CCOC(Cc2cc(Br)ccc2OC(F)F)C1. Reaction SMILES: [Br-:58].[C:25]([N:26]1[CH2:27][CH2:28][O:29][CH:30]([CH2:31][c:32]2[cH:33][cH:34][cH:35][c:36]([CH:37]=[CH:38][c:39]3[cH:40][n:41][cH:42][cH:43][cH:44]3)[cH:45]2)[CH2:46]1)([O:47][C:48]([CH3:49])([CH3:50])[CH3:51])=[O:52].[C:3](=[O:4])([O:5][C:6]([CH3:7])([CH3:8])[CH3:9])[N:10]1[CH2:11][CH:12]([CH2:16][c:17]2[c:18]([OH:24])[cH:19][cH:20][c:21]([Br:23])[cH:22]2)[O:13][CH2:14][CH2:15]1.[CH2:59]([N+:60]([CH2:61][CH2:62][CH2:63][CH3:64])([CH2:65][CH2:66][CH2:67][CH3:68])[CH2:69][CH2:70][CH2:71][CH3:72])[CH2:73][CH2:74][CH3:75].[Cl:53][CH:54]([F:55])[F:56].[Na+:2].[O:76]1[CH2:77][CH2:78][O:79][CH2:80][CH2:81]1.[OH-:1].[OH2:57]>>[C:3](=[O:4])([O:5][C:6]([CH3:7])([CH3:8])[CH3:9])[N:10]1[CH2:11][CH:12]([CH2:16][c:17]2[c:18]([O:24][CH:54]([F:55])[F:56])[cH:19][cH:20][c:21]([Br:23])[cH:22]2)[O:13][CH2:14][CH2:15]1. Yields the product FC(C=1C=C(C(=O)N2CCC3(C(C(N(C3=O)CCCN(C)C)=O)C3=CC=CC=C3)CC2)C=C(C1)C(F)(F)F)(F)F ((rac)-8-(3,5-Bis-trifluoromethyl-benzoyl)-2-(3-dimethylamino-propyl)-4-phenyl-2,8-diaza-spiro[4.5]decane-1,3-dione). Procedure details: The title compound, MS: m/e=570.2 (M+H+), was prepared in accordance with the general method of example 121 from (rac)-8-(3,5-bis-trifluoromethyl-benzoyl)-4-phenyl-2,8-diaza-spiro[4.5]decane-1,3 -dione and 3-dimethylamino-1-propanol. As a reaction SMILES: [F:1][C:2]([F:34])([F:33])[C:3]1[CH:4]=[C:5]([CH:26]=[C:27]([C:29]([F:32])([F:31])[F:30])[CH:28]=1)[C:6]([N:8]1[CH2:25][CH2:24][C:11]2([C:15](=[O:16])[NH:14][C:13](=[O:17])[CH:12]2[C:18]2[CH:23]=[CH:22][CH:21]=[CH:20][CH:19]=2)[CH2:10][CH2:9]1)=[O:7].[CH3:35][N:36]([CH3:41])[CH2:37][CH2:38][CH2:39]O>>[F:32][C:29]([F:30])([F:31])[C:27]1[CH:26]=[C:5]([CH:4]=[C:3]([C:2]([F:1])([F:33])[F:34])[CH:28]=1)[C:6]([N:8]1[CH2:9][CH2:10][C:11]2([C:15](=[O:16])[N:14]([CH2:39][CH2:38][CH2:37][N:36]([CH3:41])[CH3:35])[C:13](=[O:17])[CH:12]2[C:18]2[CH:19]=[CH:20][CH:21]=[CH:22][CH:23]=2)[CH2:24][CH2:25]1)=[O:7]. Reactants: FC(C=1C=C(C(=O)N2CCC3(C(C(NC3=O)=O)C3=CC=CC=C3)CC2)C=C(C1)C(F)(F)F)(F)F ((rac)-8-(3,5-bis-trifluoromethyl-benzoyl)-4-phenyl-2,8-diaza-spiro[4.5]decane-1,3 -dione), CN(CCCO)C (3-dimethylamino-1-propanol).